From a dataset of the Open Reaction Database (ORD), a public repository of structured organic reaction records. describe an organic reaction: reactants, conditions, products, and yield Starting materials: CSc1cccc(N)c1, Cl, [I-], [K+], O=N[O-], [Na+], O. The product is CSc1cccc(I)c1. Reaction SMILES: [CH3:2][S:3][c:4]1[cH:5][c:6]([NH2:7])[cH:8][cH:9][cH:10]1.[ClH:1].[I-:16].[K+:15].[N:11]([O-:12])=[O:13].[Na+:14].[OH2:17]>>[CH3:2][S:3][c:4]1[cH:5][c:6]([I:16])[cH:8][cH:9][cH:10]1. Reactants: CCCN(C)C(=O)c1cc(C(=O)OCC)cc(C(F)F)c1, C1CCOC1, [Li+], [OH-]. Yields the product CCCN(C)C(=O)c1cc(C(=O)O)cc(C(F)F)c1. Reaction SMILES: [CH2:1]([CH3:2])[O:3][C:4]([c:5]1[cH:6][c:7]([C:8](=[O:9])[N:10]([CH2:11][CH2:12][CH3:13])[CH3:14])[cH:15][c:16]([CH:18]([F:19])[F:20])[cH:17]1)=[O:21].[CH2:24]1[O:25][CH2:26][CH2:27][CH2:28]1.[Li+:22].[OH-:23]>>[O:3]=[C:4]([c:5]1[cH:6][c:7]([C:8](=[O:9])[N:10]([CH2:11][CH2:12][CH3:13])[CH3:14])[cH:15][c:16]([CH:18]([F:19])[F:20])[cH:17]1)[OH:21]. Starting materials: ice water, C[O-].[Na+] (sodium methylate), C(C)OC(C(=O)OCC)=O (oxalic acid diethyl ester), [N+](=O)([O-])C1=C(C=CC=C1)C (2-nitrotoluene), O (water). Run in C(C)O (ethanol). Run at temperature 40 celsius, time 90 minute. The product is [N+](=O)([O-])C1=C(C=O)C=CC=C1 (2-nitrobenzaldehyde). RXN SMILES: C[O-].[Na+].C(OC(=O)C([O:10][CH2:11][CH3:12])=O)C.[N+:14]([C:17]1C=[CH:21][CH:20]=[CH:19][C:18]=1C)([O-:16])=[O:15].O>C(O)C>[N+:14]([C:17]1[CH:18]=[CH:19][CH:20]=[CH:21][C:12]=1[CH:11]=[O:10])([O-:16])=[O:15] |f:0.1|. Procedure details: 383 g (7.1 mols) of sodium methylate are dissolved in ethanol and 985 g (6.75 mols) of oxalic acid diethyl ester and 925 g (6.75 mols) of 2-nitrotoluene are poured in. The mixture is heated under reflux for 30 minutes and is allowed to cool, 300 ml of ice water are next added cautiously and after the exothermic reaction has subsided 1,600 ml of water are added. After boiling additionally for 90 minutes under reflux, the mixture is steam-distilled until two phases no longer pass over. The organic... Reactants: O=C([O-])[O-], CS(=O)(=O)OCCc1ccccc1Br, CCOC(C)=O, [K+], [K+], NCc1ccccc1, C1CCOC1, O. The product is Brc1ccccc1CCNCc1ccccc1. RXN SMILES: [C:23](=[O:24])([O-:25])[O-:26].[CH3:1][S:2]([O:3][CH2:6][CH2:7][c:8]1[c:9]([Br:14])[cH:10][cH:11][cH:12][cH:13]1)(=[O:4])=[O:5].[CH3:35][CH2:36][O:37][C:38](=[O:39])[CH3:40].[K+:27].[K+:28].[NH2:15][CH2:16][c:17]1[cH:18][cH:19][cH:20][cH:21][cH:22]1.[O:29]1[CH2:30][CH2:31][CH2:32][CH2:33]1.[OH2:34]>>[CH2:6]([CH2:7][c:8]1[c:9]([Br:14])[cH:10][cH:11][cH:12][cH:13]1)[NH:15][CH2:16][c:17]1[cH:18][cH:19][cH:20][cH:21][cH:22]1. The reactants are C1(CCCC1)CO (Cyclopentylmethanol), C(C)(C)(C)C1=CC=C(C=C1)C(O)C1=NC(=C(C=C1)Cl)OC ((4-tert-butylphenyl)(5-chloro-6-methoxypyridin-2-yl)methanol), O (Water). Reagents/catalysts: [Pd](Cl)Cl (palladium chloride). Run in ClCCCl (1,2-dichloroethane). Reaction conditions: temperature 80 celsius, time 6 hour. The product is C(C)(C)(C)C1=CC=C(C=C1)C(C1=CC=C(C(=N1)OC)Cl)OCC1CCCC1 (6-[(4-tert-butylphenyl)(cyclopentylmethoxy)methyl]-3-chloro-2-methoxypyridine). Yield: 86.0%. Reaction SMILES: [CH:1]1([CH2:6][OH:7])[CH2:5][CH2:4][CH2:3][CH2:2]1.[C:8]([C:12]1[CH:17]=[CH:16][C:15]([CH:18]([C:20]2[CH:25]=[CH:24][C:23]([Cl:26])=[C:22]([O:27][CH3:28])[N:21]=2)O)=[CH:14][CH:13]=1)([CH3:11])([CH3:10])[CH3:9].O>ClCCCl.[Pd](Cl)Cl>[C:8]([C:12]1[CH:13]=[CH:14][C:15]([CH:18]([O:7][CH2:6][CH:1]2[CH2:5][CH2:4][CH2:3][CH2:2]2)[C:20]2[N:21]=[C:22]([O:27][CH3:28])[C:23]([Cl:26])=[CH:24][CH:25]=2)=[CH:16][CH:17]=1)([CH3:11])([CH3:9])[CH3:10]. Reported procedure: Cyclopentylmethanol (0.039 mL) and palladium chloride (6.0 mg) were added to a solution of (4-tert-butylphenyl)(5-chloro-6-methoxypyridin-2-yl)methanol (110 mg) in 1,2-dichloroethane (2 mL) at room temperature, after which the mixture was stirred at 80° C. for six hours and then stirred at room temperature for two days. Water was added to the reaction solution, followed by extraction with ethyl acetate. The organic layer was washed with water and brine, dried over anhydrous magnesium sulfate and... Starting materials: FC1=CC=C(C=C1)C(O)(C=1N(C=CN1)COC)C1=CC=CC=C1 (α-(p-fluorophenyl)-1-(methoxymethyl)-α-phenylimidazole-2-methanol), C(C1=CC=CC=C1)OCN1C(=NC=C1)C(O)(C1=CC=CC=C1)C1=CC=C(C=C1)Cl (1-[(benzyloxy)methyl]-α-(p-chlorophenyl)-α-phenylimidazole-2-methanol). Product: FC1=CC=C(C=C1)C(O)(C=1NC=CN1)C1=CC=CC=C1 (α-(p-fluorophenyl)-α-phenylimidazole-2-methanol). As a reaction SMILES: [F:1][C:2]1[CH:7]=[CH:6][C:5]([C:8]([C:18]2[CH:23]=[CH:22][CH:21]=[CH:20][CH:19]=2)([C:10]2[N:11](COC)[CH:12]=[CH:13][N:14]=2)[OH:9])=[CH:4][CH:3]=1.C(OCN1C=CN=C1C(C1C=CC(Cl)=CC=1)(C1C=CC=CC=1)O)C1C=CC=CC=1>>[F:1][C:2]1[CH:3]=[CH:4][C:5]([C:8]([C:18]2[CH:19]=[CH:20][CH:21]=[CH:22][CH:23]=2)([C:10]2[NH:14][CH:13]=[CH:12][N:11]=2)[OH:9])=[CH:6][CH:7]=1. Procedure: Using the procedure described in Example VIC but substituting an equivalent amount of α-(p-fluorophenyl)-1-(methoxymethyl)-α-phenylimidazole-2-methanol for the 1-[(benzyloxy)methyl]-α-(p-chlorophenyl)-α-phenylimidazole-2-methanol, α-(p-fluorophenyl)-α-phenylimidazole-2-methanol was obtained. Its melting point was 199-200.5° C. after crystallisation from acetone. As a reaction SMILES: [Cl:1][C:2]1[CH:3]=[CH:4][CH:5]=[C:6]2[C:11]=1[N:10]=[CH:9][CH:8]=[C:7]2[O:12]C.[CH3:14][Li].Cl[C:17]([O:19][CH2:20][CH3:21])=[O:18]>C(OCC)C>[CH2:20]([O:19][C:17]([N:10]1[C:11]2[C:6](=[CH:5][CH:4]=[CH:3][C:2]=2[Cl:1])[C:7](=[O:12])[CH2:8][CH:9]1[CH3:14])=[O:18])[CH3:21]. Run in C(C)OCC (diethyl ether). The reactants are ClC(=O)OCC (ethyl chloroformate), ClC=1C=CC=C2C(=CC=NC12)OC (8-Chloro-4-methoxyquinoline), C[Li] (methyllithium), solution. Procedure: 8-Chloro-4-methoxyquinoline (1.0 g, 5.2 mmol, dissolved in 6 mL of anhydrous tetrahydrofuran) was added dropwise via cannula to a solution of methyllithium (18.4 mL of a 1.4M solution in diethyl ether) cooled with an ice/water bath. After 45 min, ethyl chloroformate (4.9 mL, 51.7 mmol) was added to the reaction mixture via syringe. After 1.5 hours, the reaction mixture was quenched with 60 mL of a 1N aqueous HCl solution, 100 mL of THF and 20 mL of methanol. After 3 days, the tetrahydrofuran was... The product is C(C)OC(=O)N1C(CC(C2=CC=CC(=C12)Cl)=O)C (8-Chloro-2-methyl-4-oxo-3,4-dihydro-2H-quinoline-1-carboxylic acid ethyl ester). Conditions: time 45 minute. Yield: 57.0%.